From a dataset of the Open Reaction Database (ORD), a public repository of structured organic reaction records. describe an organic reaction: reactants, conditions, products, and yield Reactants: C(C)OC(=O)C1=CNCCC2=C1NC=1C=CC=C(C21)OCC2=CC=CC=C2 (10-benzyloxy-1,2,3,6-tetrahydroazepino[4,5-b]indole-5-carboxylic acid ethyl ester), FC1=CC=C(C(=O)Cl)C=C1 (4-fluorobenzoyl chloride), FC=1C=C(C(=O)Cl)C=CC1F (3,4-difluorobenzoyl chloride). The product is C(C)OC(=O)C1=CN(CCC2=C1NC=1C=CC=C(C21)OCC2=CC=CC=C2)C(C2=CC=C(C=C2)F)=O (10-benzyloxy-3-(4-fluorobenzoyl)-1,2,3,6-tetrahydroazepino[4,5-b]indole-5-carboxylic acid ethyl ester). Reaction SMILES: [CH2:1]([O:3][C:4]([C:6]1[C:12]2[NH:13][C:14]3[CH:15]=[CH:16][CH:17]=[C:18]([O:20][CH2:21][C:22]4[CH:27]=[CH:26][CH:25]=[CH:24][CH:23]=4)[C:19]=3[C:11]=2[CH2:10][CH2:9][NH:8][CH:7]=1)=[O:5])[CH3:2].[F:28][C:29]1[CH:37]=[CH:36][C:32]([C:33](Cl)=[O:34])=[CH:31][CH:30]=1.FC1C=C(C=CC=1F)C(Cl)=O>>[CH2:1]([O:3][C:4]([C:6]1[C:12]2[NH:13][C:14]3[CH:15]=[CH:16][CH:17]=[C:18]([O:20][CH2:21][C:22]4[CH:23]=[CH:24][CH:25]=[CH:26][CH:27]=4)[C:19]=3[C:11]=2[CH2:10][CH2:9][N:8]([C:33](=[O:34])[C:32]2[CH:36]=[CH:37][C:29]([F:28])=[CH:30][CH:31]=2)[CH:7]=1)=[O:5])[CH3:2]. Procedure: In a manner similar to Step A, but replacing ethyl 1,2,3,6-tetrahydroazepino[4,5-b]indole-5-carboxylate with 10-benzyloxy-1,2,3,6-tetrahydroazepino[4,5-b]indole-5-carboxylic acid ethyl ester and 4-fluorobenzoyl chloride with 3,4-difluorobenzoyl chloride, the following compound was prepared: As a reaction SMILES: [Cl:1][C:2]1[CH:14]=[CH:13][C:5]([O:6][C:7]([CH3:12])([CH3:11])[C:8](=[O:10])[CH3:9])=[CH:4][CH:3]=1.[Br:15]Br>C(Cl)Cl>[Br:15][CH2:9][C:8](=[O:10])[C:7]([O:6][C:5]1[CH:13]=[CH:14][C:2]([Cl:1])=[CH:3][CH:4]=1)([CH3:11])[CH3:12]. Procedure details: 110.2 g (0.5 mol) of 3-(4-chlorophenoxy)-3-methyl-butan-2-one were dissolved in 500 ml of methylene chloride, and 83 g (0.52 mol) of bromine were added dropwise at room temperature in a manner such that continuous decoloration occurred. When the addition had ended, the mixture was subsequently stirred for 30 minutes, the organic phase was washed twice with 300 ml of water and twice with 300 ml of saturated sodium bicarbonate solution and was dried over sodium sulphate and distilled. 105.9 g (70%... Yields the product BrCC(C(C)(C)OC1=CC=C(C=C1)Cl)=O (1-bromo-3-(4-chlorophenoxy)-3-methyl-butan-2-one). The reactants are ClC1=CC=C(OC(C(C)=O)(C)C)C=C1 (3-(4-chlorophenoxy)-3-methyl-butan-2-one), BrBr (bromine). The solvent is C(Cl)Cl (methylene chloride). Isolated yield 72.6%. Run at time 30 minute. The reactants are CI (methyl iodide), O=C1C=C2CC[C@H]3[C@@H]4CC[C@@H]([C@@]4(C)CC[C@@H]3[C@]2(CC1)C)CO (3-oxo-17β-(hydroxymethyl)-4-androstene), CC(C)([O-])C.[K+] (potassium t-butoxide). The solvent is C(C)(C)(C)O (t-butanol), C(C)(C)(C)O (t-butanol), C(C)(C)(C)O (t-butanol). Reaction conditions: time 3 hour. Yields the product O=C1C(=C2CC[C@H]3[C@@H]4CC[C@@H]([C@@]4(C)CC[C@@H]3[C@]2(CC1)C)CO)C (3-oxo-17β-(hydroxymethyl)-4-methyl-4-androstene). Reaction SMILES: [CH3:1]C(C)([O-])C.[K+].[O:7]=[C:8]1[CH2:25][CH2:24][C@@:23]2([CH3:26])[C:10]([CH2:11][CH2:12][C@@H:13]3[C@@H:22]2[CH2:21][CH2:20][C@@:18]2([CH3:19])[C@H:14]3[CH2:15][CH2:16][C@@H:17]2[CH2:27][OH:28])=[CH:9]1.CI>C(O)(C)(C)C>[O:7]=[C:8]1[CH2:25][CH2:24][C@@:23]2([CH3:26])[C:10]([CH2:11][CH2:12][C@@H:13]3[C@@H:22]2[CH2:21][CH2:20][C@@:18]2([CH3:19])[C@H:14]3[CH2:15][CH2:16][C@@H:17]2[CH2:27][OH:28])=[C:9]1[CH3:1] |f:0.1|. Procedure: A mixture of potassium t-butoxide (5 g) in 100 ml t-butanol is heated to reflux. A solution of 3-oxo-17β-(hydroxymethyl)-4-androstene (10 g) in t-butanol is added followed by a solution of methyl iodide (2.7 g) in t-butanol. Heating is continued for 3 hours. The mixture is then cooled, acidified, and extracted with dichloromethane. The dichloromethane solution is washed with brine, dried, and concentrated to yield 3-oxo-17β-(hydroxymethyl)-4-methyl-4-androstene. Starting materials: [Na] (sodium), BrCCCCCCCCC(=O)OC (methyl 9-bromononanoate), C(C=C)N(C1CCCCC1)C1=C2NC=NC2=NC=N1 (6-(N-allyl-N-cyclohexylamino)-purine), compound. Run in CC(C)O (propan-2-ol). Product: C(C=C)N(C1CCCCC1)C1=C2N=CN(C2=NC=N1)CCCCCCCCC(=O)OC (6-(N-Allyl-N-cyclohexylamino)-9-(8-methoxycarbonyloctyl)-purine). Yield: 37.0%. Reaction SMILES: [Na].[CH2:2]([N:5]([C:12]1[N:20]=[CH:19][N:18]=[C:17]2[C:13]=1[NH:14][CH:15]=[N:16]2)[CH:6]1[CH2:11][CH2:10][CH2:9][CH2:8][CH2:7]1)[CH:3]=[CH2:4].Br[CH2:22][CH2:23][CH2:24][CH2:25][CH2:26][CH2:27][CH2:28][CH2:29][C:30]([O:32][CH3:33])=[O:31]>CC(O)C>[CH2:2]([N:5]([C:12]1[N:20]=[CH:19][N:18]=[C:17]2[C:13]=1[N:14]=[CH:15][N:16]2[CH2:22][CH2:23][CH2:24][CH2:25][CH2:26][CH2:27][CH2:28][CH2:29][C:30]([O:32][CH3:33])=[O:31])[CH:6]1[CH2:7][CH2:8][CH2:9][CH2:10][CH2:11]1)[CH:3]=[CH2:4] |^1:0|. Procedure: To a solution of 0.7 g. (30 mmole) sodium in 100 ml. propan-2-ol are added 7.7 g. (30 mmole) 6-(N-allyl-N-cyclohexylamino)-purine (compound of Example 8 j), the reaction mixture is heated to 40° C. for 10 minutes, 7.5 g. (30 mmole) methyl 9-bromononanoate are added thereto, the reaction mixture is heated under reflux for 16 hours and evaporated and the residue is taken up in water, extracted with dichloromethane, dried and evaporated. After chromatography on silica gel (elution agent: dichlorome... Starting materials: ClC=1OC2=C(N1)C=CC=C2 (2-chlorobenzoxazole), OCCOC1CC(NC(C1)(C)C)(C)C (4-(2-hydroxyethoxy)-2,2,6,6-tetramethylpiperidine), C(=O)([O-])[O-].[K+].[K+] (K2CO3). Solvent: CC(CC)=O (2-butanone). The product is O1C(=NC2=C1C=CC=C2)OCCOC2CC(NC(C2)(C)C)(C)C (4-[2-(2-benzoxazoloxy)ethoxy]-2,2,6,6-tetramethylpiperidine). Reaction SMILES: Cl[C:2]1[O:3][C:4]2[CH:10]=[CH:9][CH:8]=[CH:7][C:5]=2[N:6]=1.[OH:11][CH2:12][CH2:13][O:14][CH:15]1[CH2:20][C:19]([CH3:22])([CH3:21])[NH:18][C:17]([CH3:24])([CH3:23])[CH2:16]1.C([O-])([O-])=O.[K+].[K+]>CC(=O)CC>[O:3]1[C:4]2[CH:10]=[CH:9][CH:8]=[CH:7][C:5]=2[N:6]=[C:2]1[O:11][CH2:12][CH2:13][O:14][CH:15]1[CH2:16][C:17]([CH3:24])([CH3:23])[NH:18][C:19]([CH3:22])([CH3:21])[CH2:20]1 |f:2.3.4|. Reported procedure: A mixture of 2-chlorobenzoxazole, 4-(2-hydroxyethoxy)-2,2,6,6-tetramethylpiperidine and K2CO3 in 2-butanone was refluxed for ten hours. The hot mixture was filtered to remove K2CO3. After removal of solvent, the product I was obtained by washing the residue with heptane. Starting materials: N([C@@H](CC(C)C)C(=O)N[C@@H](CC1=CC=CC=C1)C(=O)O)C(=O)OCC1=CC=CC=C1.N[C@@H](CCSC)CO (CBZ-L-Leu-L-Phe L-methioninol), I(=O)(=O)C1=C(C(=O)O)C=CC=C1 (o-Iodoxybenzoic acid). The solvent is CS(=O)C (DMSO). Conditions: time 3 hour. Product: N([C@@H](CC(C)C)C(=O)N[C@@H](CC1=CC=CC=C1)C(=O)O)C(=O)OCC1=CC=CC=C1.N[C@@H](CCSC)C=O (CBZ-L-Leu-L-Phe L-Methioninal). Yield: 71.0%. RXN SMILES: [NH:1]([C:21]([O:23][CH2:24][C:25]1[CH:30]=[CH:29][CH:28]=[CH:27][CH:26]=1)=[O:22])[C@H:2]([C:7]([NH:9][C@H:10]([C:18]([OH:20])=[O:19])[CH2:11][C:12]1[CH:17]=[CH:16][CH:15]=[CH:14][CH:13]=1)=[O:8])[CH2:3][CH:4]([CH3:6])[CH3:5].[NH2:31][C@H:32]([CH2:37][OH:38])[CH2:33][CH2:34][S:35][CH3:36].I(C1C=CC=CC=1C(O)=O)(=O)=O>CS(C)=O>[NH:1]([C:21]([O:23][CH2:24][C:25]1[CH:26]=[CH:27][CH:28]=[CH:29][CH:30]=1)=[O:22])[C@H:2]([C:7]([NH:9][C@H:10]([C:18]([OH:20])=[O:19])[CH2:11][C:12]1[CH:13]=[CH:14][CH:15]=[CH:16][CH:17]=1)=[O:8])[CH2:3][CH:4]([CH3:6])[CH3:5].[NH2:31][C@H:32]([CH:37]=[O:38])[CH2:33][CH2:34][S:35][CH3:36] |f:0.1,4.5|. Procedure: CBZ-L-Leu-L-Phe-L-methioninol (sulfoxide) (1.38 g, 2.53 mmol) was dissolved in DMSO. o-Iodoxybenzoic acid (2.12 g, 7.59 mmol) was added, requiring a few minutes of stirring at room temperature to dissolve. After three hours, the DMSO was removed under reduced pressure. The residue was twice diluted with CH2Cl2, and the solvent was evaporated to remove any residual DMSO. The residue was diluted with a minimum of acetone, and the white precipitate was filtered off. The filtrate was concentrated to...